Dataset: the Open Reaction Database (ORD), a public repository of structured organic reaction records. Task: describe an organic reaction: reactants, conditions, products, and yield Starting materials: C1(CC1)C=1C(=CC(=NC1)C(=O)O)O[C@@H](C(F)(F)F)C (5-Cyclopropyl-4-((R)-2,2,2-trifluoro-1-methyl-ethoxy)-pyridine-2-carboxylic acid), C1(CC1)C(C)(C1=NOC(=N1)C)N (1-Cyclopropyl-1-(5-methyl-[1,2,4]oxadiazol-3-yl)-ethylamine). The product is C1(CC1)C(C)(C1=NOC(=N1)C)NC(=O)C1=NC=C(C(=C1)O[C@@H](C(F)(F)F)C)C1CC1 (5-Cyclopropyl-4-((R)-2,2,2-trifluoro-1-methyl-ethoxy)-pyridine-2-carboxylic acid [1-cyclopropyl-1-(5-methyl-[1,2,4]oxadiazol-3-yl)-ethyl]-amide). Reaction SMILES: [CH:1]1([C:4]2[C:5]([O:13][C@H:14]([CH3:19])[C:15]([F:18])([F:17])[F:16])=[CH:6][C:7]([C:10]([OH:12])=O)=[N:8][CH:9]=2)[CH2:3][CH2:2]1.[CH:20]1([C:23]([NH2:31])([C:25]2[N:29]=[C:28]([CH3:30])[O:27][N:26]=2)[CH3:24])[CH2:22][CH2:21]1>>[CH:20]1([C:23]([NH:31][C:10]([C:7]2[CH:6]=[C:5]([O:13][C@H:14]([CH3:19])[C:15]([F:18])([F:17])[F:16])[C:4]([CH:1]3[CH2:2][CH2:3]3)=[CH:9][N:8]=2)=[O:12])([C:25]2[N:29]=[C:28]([CH3:30])[O:27][N:26]=2)[CH3:24])[CH2:22][CH2:21]1. Procedure details: The mixture of epimers was synthesized in analogy to Example 63b, using 5-Cyclopropyl-4-((R)-2,2,2-trifluoro-1-methyl-ethoxy)-pyridine-2-carboxylic acid (Example 73a) and 1-Cyclopropyl-1-(5-methyl-[1,2,4]oxadiazol-3-yl)-ethylamine (CAN 1155536-64-3) as starting materials and isolated (135 mg, 70%) as light yellow oil. The mixture of epimers was separated by preparative chiral HPLC (Chiralpak AD, isopropanol/heptane) and the title compound was the first epimer collected and isolated as colorless ... Starting materials: C(#N)[BH3-].[Na+] (sodium cyanoborohydride), C(C)(=O)O (acetic acid), C(C)(C)(C)C1=CC=C(C=C1)CC(CNC)C (3-(4-t-butylphenyl)-N,2-dimethylpropylamine), C(=O)C=1C=NN(C1)C (4-formyl-1-methylpyrazole). Run in CO (methanol). Run at time 8 hour. The product is C(C)(C)(C)C1=CC=C(C=C1)CC(CN(C)CC=1C=NN(C1)C)C (N-[3-(4-t-Butylphenyl)-2-methylpropyl]-N,1-dimethyl-1H-pyrazol-4-ylmethylamine). Reaction SMILES: C([BH3-])#N.[Na+].[C:5]([C:9]1[CH:14]=[CH:13][C:12]([CH2:15][CH:16]([CH3:20])[CH2:17][NH:18][CH3:19])=[CH:11][CH:10]=1)([CH3:8])([CH3:7])[CH3:6].[CH:21]([C:23]1[CH:24]=[N:25][N:26]([CH3:28])[CH:27]=1)=O.C(O)(=O)C>CO>[C:5]([C:9]1[CH:10]=[CH:11][C:12]([CH2:15][CH:16]([CH3:20])[CH2:17][N:18]([CH2:21][C:23]2[CH:24]=[N:25][N:26]([CH3:28])[CH:27]=2)[CH3:19])=[CH:13][CH:14]=1)([CH3:8])([CH3:6])[CH3:7] |f:0.1|. Reported procedure: Route B-2: After suspending 200 mg (3.2 mmol) of sodium cyanoborohydride in 2 ml of absolute methanol, 380 mg (1.7 mmol) of 3-(4-t-butylphenyl)-N,2-dimethylpropylamine (IV-1) was added thereto. Subsequently, to this was added a solution of 170 mg (1.6 mmol) 4-formyl-1-methylpyrazole/2 ml absolute methanol by portions, the pH was adjusted to 7 with acetic acid, and then stirring was conducted at room temperature for 8 h. Starting materials: [Al+3], O=C([O-])C(O)C(O)C(=O)[O-], CCOC(=O)c1cnc(SC)nc1NC1CCC(O[Si](C)(C)C(C)(C)C)C1, CCOC(C)=O, [H-], [H-], [H-], [H-], [K+], [Li+], [Na+], C1CCOC1. Product: CSc1ncc(C=O)c(NC2CCC(O[Si](C)(C)C(C)(C)C)C2)n1. As a reaction SMILES: [Al+3:29].[C:40]([CH:41]([CH:42]([C:43]([O-:44])=[O:45])[OH:46])[OH:47])([O-:48])=[O:49].[CH2:1]([O:3][C:4](=[O:2])[c:6]1[c:7]([NH:14][CH:15]2[CH2:16][CH:17]([O:20][Si:21]([CH3:22])([CH3:23])[C:24]([CH3:25])([CH3:26])[CH3:27])[CH2:18][CH2:19]2)[n:8][c:9]([S:12][CH3:13])[n:10][cH:11]1)[CH3:5].[CH3:34][CH2:35][O:36][C:37](=[O:38])[CH3:39].[H-:28].[H-:31].[H-:32].[H-:33].[K+:51].[Li+:30].[Na+:50].[O:52]1[CH2:53][CH2:54][CH2:55][CH2:56]1>>[O:3]=[CH:4][c:6]1[c:7]([NH:14][CH:15]2[CH2:16][CH:17]([O:20][Si:21]([CH3:22])([CH3:23])[C:24]([CH3:25])([CH3:26])[CH3:27])[CH2:18][CH2:19]2)[n:8][c:9]([S:12][CH3:13])[n:10][cH:11]1. Reactants: CC(C)(C)OC(=O)NCc1ccc(C(=O)O)cc1, CN(C)c1ccncc1, CCOC(C)=O, CCN(C(C)C)C(C)C, ClCCl, Nc1nonc1-c1noc(=O)n1-c1cccc(Cl)c1. Product: CC(C)(C)OC(=O)NCc1ccc(C(=O)Nc2nonc2-c2noc(=O)n2-c2cccc(Cl)c2)cc1. RXN SMILES: [C:20]([CH3:21])([CH3:22])([CH3:23])[O:24][C:25](=[O:26])[NH:27][CH2:28][c:29]1[cH:30][cH:31][c:32]([C:33](=[O:34])[OH:35])[cH:36][cH:37]1.[CH3:50][N:51]([CH3:52])[c:53]1[cH:54][cH:55][n:56][cH:57][cH:58]1.[CH3:59][CH2:60][O:61][C:62](=[O:63])[CH3:64].[CH:38]([N:39]([CH2:40][CH3:41])[CH:42]([CH3:43])[CH3:44])([CH3:45])[CH3:46].[Cl:47][CH2:48][Cl:49].[NH2:1][c:2]1[c:3](-[c:7]2[n:8][o:9][c:10](=[O:19])[n:11]2-[c:12]2[cH:13][c:14]([Cl:18])[cH:15][cH:16][cH:17]2)[n:4][o:5][n:6]1>>[NH:1]([c:2]1[c:3](-[c:7]2[n:8][o:9][c:10](=[O:19])[n:11]2-[c:12]2[cH:13][c:14]([Cl:18])[cH:15][cH:16][cH:17]2)[n:4][o:5][n:6]1)[C:33]([c:32]1[cH:31][cH:30][c:29]([CH2:28][NH:27][C:25]([O:24][C:20]([CH3:21])([CH3:22])[CH3:23])=[O:26])[cH:37][cH:36]1)=[O:34]. Reactants: BrC(C(=O)O)CC(=O)O (2-bromo-2-deoxy-malic acid), NC(=[Se])N (selenourea), CC(=O)C (acetone). Yields the product Br.C(C(O)CC(=O)O)(=O)O.NC([SeH])=N (2-selenoisourea malic acid hydrobromide). As a reaction SMILES: [Br:1][CH:2]([CH2:6][C:7]([OH:9])=[O:8])[C:3]([OH:5])=[O:4].[NH2:10][C:11]([NH2:13])=[Se:12].CC(C)=[O:16]>>[BrH:1].[C:3]([OH:5])(=[O:4])[CH:2]([CH2:6][C:7]([OH:9])=[O:8])[OH:16].[NH2:13][C:11](=[NH:10])[SeH:12] |f:3.4.5|. Procedure: 3.9 g of 2-bromo-2-deoxy-malic acid and 2.5 g of selenourea were boiled in 50 ml of acetone under reflux for one hour. Then, the mixture was cooled, thereby to form a precipitate. The precipitate was filtered off to obtain 2-selenoisourea malic acid hydrobromide ##STR12## The reactants are tin(II) chloride·2H2O, Cl (hydrochloric acid), ClC=1C=C(C=C(C1SC1=CC=C(C=C1)C)Cl)N1N=CC(NC1=O)=O (2-[3,5-dichloro-4-(4-methylthio-phenoxy)-phenyl]-1,2,4-triazine-3,5-(2H,4H)-dione). Run in C(C)(=O)O (acetic acid). The product is ClC=1C=C(C=C(C1SC1=CC=C(C=C1)C)Cl)N1NCC(NC1=O)=O (2-[3,5-Dichloro-4-(4-methylthio-phenoxy)-phenyl]hexahydro-1,2,4-triazine-3,5-dione). Reaction SMILES: [Cl:1][C:2]1[CH:3]=[C:4]([N:17]2[C:22](=[O:23])[NH:21][C:20](=[O:24])[CH:19]=[N:18]2)[CH:5]=[C:6]([Cl:16])[C:7]=1[S:8][C:9]1[CH:14]=[CH:13][C:12]([CH3:15])=[CH:11][CH:10]=1.Cl>C(O)(=O)C>[Cl:1][C:2]1[CH:3]=[C:4]([N:17]2[C:22](=[O:23])[NH:21][C:20](=[O:24])[CH2:19][NH:18]2)[CH:5]=[C:6]([Cl:16])[C:7]=1[S:8][C:9]1[CH:10]=[CH:11][C:12]([CH3:15])=[CH:13][CH:14]=1. Procedure: 20 g of 2-[3,5-dichloro-4-(4-methylthio-phenoxy)-phenyl]-1,2,4-triazine-3,5-(2H,4H)-dione were dissolved in 200 ml of hot glacial acetic acid. 25 g of tin(II) chloride·2H2O and then 100 ml of concentrated hydrochloric acid were added, and the mixture was subsequently heated for 4 hours under reflux. After cooling, the product was filtered off with suction, washed with water until neutral and recrystallized from 2-methoxyethanol; melting point 239° C. Starting materials: [H-].[H-].[H-].[H-].[Li+].[Al+3] (LiAlH4), [H-].[Al+3].[Li+].[H-].[H-].[H-] (lithium aluminum hydride), C1=CC=CC=2OC3=CC=CC=C3C(C12)C(=O)O (xanthene-9-carboxylic acid), C1CCOC1 (THF), CO (methanol). Solvent: CCOCC (ether), O (water). The product is C1=CC=CC=2OC3=CC=CC=C3C(C12)CO (9-Xanthenemethanol). The yield is 97.7%. As a reaction SMILES: [H-].[Al+3].[Li+].[H-].[H-].[H-].[CH:7]1[C:20]2[CH:19]([C:21](O)=[O:22])[C:18]3[C:13](=[CH:14][CH:15]=[CH:16][CH:17]=3)[O:12][C:11]=2[CH:10]=[CH:9][CH:8]=1.C1COCC1.CO>CCOCC.O>[CH:7]1[C:20]2[CH:19]([CH2:21][OH:22])[C:18]3[C:13](=[CH:14][CH:15]=[CH:16][CH:17]=3)[O:12][C:11]=2[CH:10]=[CH:9][CH:8]=1 |f:0.1.2.3.4.5|. Procedure details: To a suspension of 7.5 g of lithium aluminum hydride in 360 mL of dry ether was added dropwise a solution of 30 g of xanthene-9-carboxylic acid in 90 mL of freshly distilled THF at 0° C. over a period of 30 minutes. The mixture was stirred at room temperature until the color had changed from grey to brownish red (ca. 1.5 hours) The excess LiAlH4 was decomposed by the slow addition, while stirring, of a mixture of 60 mL of methanol and 25 mL of water at room temperature. The milky white suspensio...